Dataset: the Open Reaction Database (ORD), a public repository of structured organic reaction records. Task: describe an organic reaction: reactants, conditions, products, and yield Starting materials: CCO, CC(C)O, O=C1c2ccccc2C(F)(F)C(F)(F)c2ccccc21, C1COCCO1, C1CCOC1. The product is OC1c2ccccc2C(F)(F)C(F)(F)c2ccccc21. As a reaction SMILES: [CH2:21]([OH:22])[CH3:23].[CH:24]([OH:25])([CH3:26])[CH3:27].[F:1][C:2]1([F:20])[C:3]([F:18])([F:19])[c:4]2[c:5]([cH:14][cH:15][cH:16][cH:17]2)[C:6](=[O:13])[c:7]2[c:8]1[cH:9][cH:10][cH:11][cH:12]2.[O:28]1[CH2:29][CH2:30][O:31][CH2:32][CH2:33]1.[O:34]1[CH2:35][CH2:36][CH2:37][CH2:38]1>>[F:1][C:2]1([F:20])[C:3]([F:18])([F:19])[c:4]2[c:5]([cH:14][cH:15][cH:16][cH:17]2)[CH:6]([OH:13])[c:7]2[c:8]1[cH:9][cH:10][cH:11][cH:12]2. Reactants: C(C)(C)C1=NC(=C(C(=C1C(=O)OCC)C1=CC(=CC=C1)Cl)C=CCCC)C(C)C (Ethyl 2,6-diisopropyl-4-(3-chlorophenyl)-5-(pent-1-enyl)-pyridine-3-carboxylate). Run in C(C)(=O)OCC.CCCCCC (ethyl acetate n-hexane). Yields the product C(C)(C)C1=NC(=C(C(=C1CO)C1=CC(=CC=C1)Cl)C=CCCC)C(C)C (2,6-Diisopropyl-3-hydroxymethyl-4-(3-chlorophenyl)-5-(pent-1-enyl)pyridine). RXN SMILES: [CH:1]([C:4]1[C:9]([C:10](OCC)=[O:11])=[C:8]([C:15]2[CH:20]=[CH:19][CH:18]=[C:17]([Cl:21])[CH:16]=2)[C:7]([CH:22]=[CH:23][CH2:24][CH2:25][CH3:26])=[C:6]([CH:27]([CH3:29])[CH3:28])[N:5]=1)([CH3:3])[CH3:2]>C(OCC)(=O)C.CCCCCC>[CH:1]([C:4]1[C:9]([CH2:10][OH:11])=[C:8]([C:15]2[CH:20]=[CH:19][CH:18]=[C:17]([Cl:21])[CH:16]=2)[C:7]([CH:22]=[CH:23][CH2:24][CH2:25][CH3:26])=[C:6]([CH:27]([CH3:28])[CH3:29])[N:5]=1)([CH3:3])[CH3:2] |f:1.2|. Procedure details: The title compound was prepared from the intermediate obtained in Step A by the procedure described in Example 125, Step F. 1H NMR (300 MHz, CDCl3) (reported as a mixture of olefin isomers): δ 0.75 (t, J=7.5 Hz, 3 H), 1.10-1.40 (m, 15 H), 1.93 (tdd, J=7.0, 7.0, 1.0 Hz, 2 H) 3.30-3.50 (m, 2 ), 4.37 (d, J=12.0 Hz, 1 H), 4.43 (d, J=12.0 Hz, 1 H), 5.20-5.40 (m, 1 H), 5.9 (dt, J=16.0, 1.1 Hz, 1 H), 7.0-7.40 (m, 4 H). FAB-MS: calculated for C23H30NOCl 372; found 372 (M+H, 100%). Rf=0.26 (10% ethyl ace... Reactants: FC(CN1C(NC(C2=CC(=CC=C12)Cl)C1=CC=CC=C1)=O)(F)F (1-(2,2,2-trifluoroethyl)-4-phenyl-6-chloro-3,4-dihydro-2(1H)-quinazolinone), C(C)(=O)O (acetic acid). The reagents and catalysts are [O-2].[O-2].[O-2].[Cr+6] (chromium trioxide). The solvent is O (water), O (water). Conditions: time 8 hour. Product: FC(CN1C(N=C(C2=CC(=CC=C12)Cl)C1=CC=CC=C1)=O)(F)F (1-(2,2,2-trifluoroethyl)-4-phenyl-6-chloro-2(1H)-quinazolinone). Reaction SMILES: [F:1][C:2]([F:23])([F:22])[CH2:3][N:4]1[C:13]2[C:8](=[CH:9][C:10]([Cl:14])=[CH:11][CH:12]=2)[CH:7]([C:15]2[CH:20]=[CH:19][CH:18]=[CH:17][CH:16]=2)[NH:6][C:5]1=[O:21].C(O)(=O)C>[O-2].[O-2].[O-2].[Cr+6].O>[F:23][C:2]([F:1])([F:22])[CH2:3][N:4]1[C:13]2[C:8](=[CH:9][C:10]([Cl:14])=[CH:11][CH:12]=2)[C:7]([C:15]2[CH:20]=[CH:19][CH:18]=[CH:17][CH:16]=2)=[N:6][C:5]1=[O:21] |f:2.3.4.5|. Procedure: To a solution of 45 g of 1-(2,2,2-trifluoroethyl)-4-phenyl-6-chloro-3,4-dihydro-2(1H)-quinazolinone in 450 ml. of acetic acid was added dropwise at room temperature a solution of 13.2 g of chromium trioxide in 13.2 ml. of water. The mixture was stirred at room temperature overnight and then poured into 2 l of water. The resultant precipitate was collected by filtration, washed successively with diluted ammonia water and water, and dried to give 1-(2,2,2-trifluoroethyl)-4-phenyl-6-chloro-2(1H)-qu... The reactants are O=C(C(=O)O)C=CC1=C(C(=CC=C1)OC)OC (2-keto-4-(2,3-dimethoxyphenyl)-3-butenoic acid), p-totuenesulfonic acid, C(N)(OC)=O (methyl carbamate). The solvent is C1(=CC=CC=C1)C (toluene). Conditions: temperature 105 celsius. Product: COC(=O)NC=1C(OC(C1)C1=C(C(=CC=C1)OC)OC)=O (3-Methoxycarbonylamino-5-(2,3-dimethoxyphenyl)-2,5-dihydrofuran-2-one). Yield: 94.0%. RXN SMILES: O=[C:2]([CH:6]=[CH:7][C:8]1[CH:13]=[CH:12][CH:11]=[C:10]([O:14][CH3:15])[C:9]=1[O:16][CH3:17])[C:3]([OH:5])=[O:4].[C:18](=[O:22])([O:20][CH3:21])[NH2:19]>C1(C)C=CC=CC=1>[CH3:21][O:20][C:18]([NH:19][C:2]1[C:3](=[O:5])[O:4][CH:7]([C:8]2[CH:13]=[CH:12][CH:11]=[C:10]([O:14][CH3:15])[C:9]=2[O:16][CH3:17])[CH:6]=1)=[O:22]. Procedure details: 300 g of 2-keto-4-(2,3-dimethoxyphenyl)-3-butenoic acid, 2680 ml of toluene, 13.4 g of p-totuenesulfonic acid and 133.8 g of methyl carbamate are placed into a 6 l 4-necked round-bottomed flask in an oil-bath, the mixture is heated to 105° C. for 4 hours with stirring, and the present water is removed azeotropically, the mixture is filtered and the solution is evaporated to dryness under vacuum, then the residue is triturated for about 2 hours with 1260 ml of Et2O, filtered washing with petroleu... The reactants are esters, CC#N.O (CH3CN H2O), BrCC1=NOC(=C1)C=1SC(=CC1)Cl (3-bromomethyl-5-(5-chloro-thiophen-2-yl)-isoxazole), COC(=O)C1=CC=CC=2NC(=NC21)C(NC2CCN(CC2)C2CC2)=O (2-(1-cyclopropyl-piperidin-4-ylcarbamoyl)-1H-benzoimidazole-4-carboxylic acid methyl ester). Run in C(=O)O (formic acid). Yields the product ClC1=CC=C(S1)C1=CC(=NO1)CN1C(=NC2=C1C=CC=C2C(=O)O)C(NC2CCN(CC2)C2CC2)=O (1-[5-(5-Chloro-thiophen-2-yl)-isoxazol-3-ylmethyl]-2-(1-cyclopropyl-piperidin-4-ylcarbamoyl)-1H-benzoimidazole-4-carboxylic acid), ClC1=CC=C(S1)C1=CC(=NO1)CN1C(=NC2=C1C(=CC=C2)C(=O)O)C(NC2CCN(CC2)C2CC2)=O (3-[5-(5-Chloro-thiophen-2-yl)-isoxazol-3-ylmethyl]-2-(1-cyclopropyl-piperidin-4-ylcarbamoyl)-3H-benzoimidazole-4-carboxylic acid), title compounds. RXN SMILES: C[O:2][C:3]([C:5]1[C:13]2[N:12]=[C:11]([C:14](=[O:25])[NH:15][CH:16]3[CH2:21][CH2:20][N:19]([CH:22]4[CH2:24][CH2:23]4)[CH2:18][CH2:17]3)[NH:10][C:9]=2[CH:8]=[CH:7][CH:6]=1)=[O:4].Br[CH2:27][C:28]1[CH:32]=[C:31]([C:33]2[S:34][C:35]([Cl:38])=[CH:36][CH:37]=2)[O:30][N:29]=1.CC#N.O>C(O)=O>[Cl:38][C:35]1[S:34][C:33]([C:31]2[O:30][N:29]=[C:28]([CH2:27][N:10]3[C:9]4[CH:8]=[CH:7][CH:6]=[C:5]([C:3]([OH:2])=[O:4])[C:13]=4[N:12]=[C:11]3[C:14](=[O:25])[NH:15][CH:16]3[CH2:17][CH2:18][N:19]([CH:22]4[CH2:23][CH2:24]4)[CH2:20][CH2:21]3)[CH:32]=2)=[CH:37][CH:36]=1.[Cl:38][C:35]1[S:34][C:33]([C:31]2[O:30][N:29]=[C:28]([CH2:27][N:12]3[C:13]4[C:5]([C:3]([OH:2])=[O:4])=[CH:6][CH:7]=[CH:8][C:9]=4[N:10]=[C:11]3[C:14](=[O:25])[NH:15][CH:16]3[CH2:17][CH2:18][N:19]([CH:22]4[CH2:23][CH2:24]4)[CH2:20][CH2:21]3)[CH:32]=2)=[CH:37][CH:36]=1 |f:2.3|. Procedure details: 1-[5-(5-Chloro-thiophen-2-yl)-isoxazol-3-ylmethyl]-2-(1-cyclopropyl-piperidin-4-ylcarbamoyl)-1H-benzoimidazole-4-carboxylic acid and 3-[5-(5-Chloro-thiophen-2-yl)-isoxazol-3-ylmethyl]-2-(1-cyclopropyl-piperidin-4-ylcarbamoyl)-3H-benzoimidazole-4-carboxylic acid were prepared by a procedure according to example 81 starting from 248.0 mg (0.72 mmol) 2-(1-cyclopropyl-piperidin-4-ylcarbamoyl)-1H-benzoimidazole-4-carboxylic acid methyl ester and 221.9 mg (0.79 mmol) 3-bromomethyl-5-(5-chloro-thiophen... Reactants: CN(C)C(=O)C1CCN(c2cccc(B3OC(C)(C)C(C)(C)O3)c2)CC1, Cc1ccccc1, CC(C)(C)OC(=O)NC1(c2ccc(Nc3nc(Cl)ccc3[N+](=O)[O-])cc2)CCC1. The product is CN(C)C(=O)C1CCN(c2cccc(-c3ccc([N+](=O)[O-])c(Nc4ccc(C5(NC(=O)OC(C)(C)C)CCC5)cc4)n3)c2)CC1. Reaction SMILES: [CH3:30][N:31]([C:32](=[O:33])[CH:34]1[CH2:35][CH2:36][N:37]([c:40]2[cH:41][c:42]([B:46]3[O:47][C:48]([CH3:49])([CH3:50])[C:51]([CH3:52])([CH3:53])[O:54]3)[cH:43][cH:44][cH:45]2)[CH2:38][CH2:39]1)[CH3:55].[CH3:56][c:57]1[cH:58][cH:59][cH:60][cH:61][cH:62]1.[Cl:1][c:2]1[cH:3][cH:4][c:5]([N+:27](=[O:28])[O-:29])[c:6]([NH:8][c:9]2[cH:10][cH:11][c:12]([C:15]3([NH:19][C:20]([O:21][C:22]([CH3:23])([CH3:24])[CH3:25])=[O:26])[CH2:16][CH2:17][CH2:18]3)[cH:13][cH:14]2)[n:7]1>>[c:2]1(-[c:42]2[cH:41][c:40]([N:37]3[CH2:36][CH2:35][CH:34]([C:32]([N:31]([CH3:30])[CH3:55])=[O:33])[CH2:39][CH2:38]3)[cH:45][cH:44][cH:43]2)[cH:3][cH:4][c:5]([N+:27](=[O:28])[O-:29])[c:6]([NH:8][c:9]2[cH:10][cH:11][c:12]([C:15]3([NH:19][C:20]([O:21][C:22]([CH3:23])([CH3:24])[CH3:25])=[O:26])[CH2:16][CH2:17][CH2:18]3)[cH:13][cH:14]2)[n:7]1.